From a dataset of the Open Reaction Database (ORD), a public repository of structured organic reaction records. describe an organic reaction: reactants, conditions, products, and yield Reactants: COC(=O)C(CC1CCCCC1)c1ccc(S(C)(=O)=O)c(C(F)(F)F)c1, CCO, [Na+], [OH-]. Product: CS(=O)(=O)c1ccc(C(CC2CCCCC2)C(=O)O)cc1C(F)(F)F. RXN SMILES: [CH3:1][O:2][C:3]([CH:4]([CH2:5][CH:6]1[CH2:7][CH2:8][CH2:9][CH2:10][CH2:11]1)[c:12]1[cH:13][c:14]([C:22]([F:23])([F:24])[F:25])[c:15]([S:18](=[O:19])(=[O:20])[CH3:21])[cH:16][cH:17]1)=[O:26].[CH3:29][CH2:30][OH:31].[Na+:28].[OH-:27]>>[O:2]=[C:3]([CH:4]([CH2:5][CH:6]1[CH2:7][CH2:8][CH2:9][CH2:10][CH2:11]1)[c:12]1[cH:13][c:14]([C:22]([F:23])([F:24])[F:25])[c:15]([S:18](=[O:19])(=[O:20])[CH3:21])[cH:16][cH:17]1)[OH:26]. Reactants: FC(C=1C=C(OC=2C=C(C(N)=CC2C)C)C=CC1)(F)F (4-(3-Trifluoromethylphenoxy)-2,5-xylidine), BrBr (bromine). The solvent is ClCCl (dichloromethane), ClCCl (dichloromethane). The product is BrC=1C(=C(C=C(C1N)C)OC1=CC(=CC=C1)C(F)(F)F)C (6-Bromo-4-(3-trifluoromethylphenoxy)-2,5-xylidine). As a reaction SMILES: [F:1][C:2]([F:20])([F:19])[C:3]1[CH:4]=[C:5]([CH:16]=[CH:17][CH:18]=1)[O:6][C:7]1[CH:8]=[C:9]([CH3:15])[C:10](=[CH:12][C:13]=1[CH3:14])[NH2:11].[Br:21]Br>ClCCl>[Br:21][C:12]1[C:13]([CH3:14])=[C:7]([O:6][C:5]2[CH:16]=[CH:17][CH:18]=[C:3]([C:2]([F:19])([F:20])[F:1])[CH:4]=2)[CH:8]=[C:9]([CH3:15])[C:10]=1[NH2:11]. Procedure: To a stirred solution of the product from stage b) above (1.12 g) in dichloromethane (20 ml) was added dropwise bromine (0.64 g) in dichloromethane (5 ml) at 0° C. The mixture was washed with sodium bicarbonate solution, dried (MgSO4), filtered and evaporated to give a crude oil which was purified by silica gel chromatography eluting with ethyl acetate/light petroleum (b.p. 60-80° C.) (1:4) to give the title product. Product: CN1CCN(CCCOc2ccc(CN3CCCCC3)cc2)CC1. Starting materials: CCCCO, CN1CCNCC1, ClCCCOc1ccc(CN2CCCCC2)cc1, [I-], [K+], [Na+], [Na+], O=C([O-])[O-], O. Reaction SMILES: [CH2:34]([OH:35])[CH2:36][CH2:37][CH3:38].[CH3:19][N:20]1[CH2:21][CH2:22][NH:23][CH2:24][CH2:25]1.[Cl:1][CH2:2][CH2:3][CH2:4][O:5][c:6]1[cH:7][cH:8][c:9]([CH2:10][N:11]2[CH2:12][CH2:13][CH2:14][CH2:15][CH2:16]2)[cH:17][cH:18]1.[I-:33].[K+:32].[Na+:26].[Na+:27].[O-:28][C:29](=[O:30])[O-:31].[OH2:39]>>[CH2:2]([CH2:3][CH2:4][O:5][c:6]1[cH:7][cH:8][c:9]([CH2:10][N:11]2[CH2:12][CH2:13][CH2:14][CH2:15][CH2:16]2)[cH:17][cH:18]1)[N:23]1[CH2:22][CH2:21][N:20]([CH3:19])[CH2:25][CH2:24]1. Reactants: C1(=CC=C(C=C1)N=C=O)C (p-tolyl isocyanate), C(C=1C(N)=CC=CC1)(=O)OCC (ethyl anthranilate), C[O-].[Na+] (sodium methoxide). Run in C=1(C(=CC=CC1)C)C (xylene), C=1(C(=CC=CC1)C)C (xylene). Conditions: temperature 90 celsius, time 2.5 hour. Yields the product C1(=CC=C(C=C1)N1C(NC2=CC=CC=C2C1=O)=O)C (3-(4-tolyl)-2,4(1H,3H)-quinazolinedione). The yield is 92.4%. Reaction SMILES: [C:1]1([CH3:10])[CH:6]=[CH:5][C:4]([N:7]=[C:8]=[O:9])=[CH:3][CH:2]=1.[C:11](OCC)(=[O:19])[C:12]1[C:13](=[CH:15][CH:16]=[CH:17][CH:18]=1)[NH2:14].C[O-].[Na+]>C1(C)C(C)=CC=CC=1>[C:1]1([CH3:10])[CH:6]=[CH:5][C:4]([N:7]2[C:11](=[O:19])[C:12]3[C:13](=[CH:15][CH:16]=[CH:17][CH:18]=3)[NH:14][C:8]2=[O:9])=[CH:3][CH:2]=1 |f:2.3|. Reported procedure: A solution of p-tolyl isocyanate (133.2 g, 1.00 mol) in xylene (300 ml) is metered at room temperature into a solution of ethyl anthranilate (165.2 g, 1.00 mol) in xylene (600 ml). After addition is complete, the mixture is stirred at 90° C. for 2.5 hours. 18.0 ml of a 30% strength solution of methanolic sodium methoxide (0.10 mol) are metered in and the mixture is stirred at 90° C. for a further 2 hours, ethanol and methanol being distilled off. After cooling, the product is filtered off with s... Starting materials: CCO, Cl, CCc1nc2c(N)nc3cc(OCc4ccccc4)ccc3c2n1CCCCNC(=O)OC(C)(C)C. The product is CCc1nc2c(N)nc3cc(OCc4ccccc4)ccc3c2n1CCCCN. RXN SMILES: [CH3:38][CH2:39][OH:40].[ClH:1].[NH2:2][c:3]1[n:4][c:5]2[cH:6][c:7]([O:30][CH2:31][c:32]3[cH:33][cH:34][cH:35][cH:36][cH:37]3)[cH:8][cH:9][c:10]2[c:11]2[c:12]1[n:13][c:14]([CH2:28][CH3:29])[n:15]2[CH2:16][CH2:17][CH2:18][CH2:19][NH:20][C:21](=[O:22])[O:23][C:24]([CH3:25])([CH3:26])[CH3:27]>>[NH2:2][c:3]1[n:4][c:5]2[cH:6][c:7]([O:30][CH2:31][c:32]3[cH:33][cH:34][cH:35][cH:36][cH:37]3)[cH:8][cH:9][c:10]2[c:11]2[c:12]1[n:13][c:14]([CH2:28][CH3:29])[n:15]2[CH2:16][CH2:17][CH2:18][CH2:19][NH2:20].